This data is from the Open Reaction Database (ORD), a public repository of structured organic reaction records. The task is: describe an organic reaction: reactants, conditions, products, and yield Reactants: CC(C)=O, COC(C)(C)C, C#Cc1ccc(Cl)nc1C, [Li]CCCC. The product is Cc1nc(Cl)ccc1C#CC(C)(C)O. RXN SMILES: [CH3:16][C:17]([CH3:18])=[O:19].[CH3:20][O:21][C:22]([CH3:23])([CH3:24])[CH3:25].[Cl:1][c:2]1[cH:3][cH:4][c:5]([C:9]#[CH:10])[c:6]([CH3:8])[n:7]1.[Li:11][CH2:12][CH2:13][CH2:14][CH3:15]>>[Cl:1][c:2]1[cH:3][cH:4][c:5]([C:9]#[C:10][C:17]([CH3:16])([CH3:18])[OH:19])[c:6]([CH3:8])[n:7]1.